Dataset: the Open Reaction Database (ORD), a public repository of structured organic reaction records. Task: describe an organic reaction: reactants, conditions, products, and yield Reactants: ClC1=C(C(=CC=2C(CNCCC21)C2=CC=CC=C2)O)O (6-chloro-7,8-dihydroxy-1-phenyl-2,3,4,5-tetrahydro-1H-3-benzazepine), C1CO1 (ethylene oxide), Cl (hydrogen chloride). The solvent is CC(=O)C (acetone), C(C)(=O)OCC (ethyl acetate), C(C)O (ethanol). Run at time 40 hour. Yields the product Cl.ClC1=C(C(=CC=2C(CN(CCC21)CCO)C2=CC=CC=C2)O)O (6-chloro-7,8-dihydroxy-3-(2-hydroxyethyl)-1-phenyl-2,3,4,5-tetrahydro-1H-3-benzazepine hydrochloride). RXN SMILES: [Cl:1][C:2]1[C:12]2[CH2:11][CH2:10][NH:9][CH2:8][CH:7]([C:13]3[CH:18]=[CH:17][CH:16]=[CH:15][CH:14]=3)[C:6]=2[CH:5]=[C:4]([OH:19])[C:3]=1[OH:20].[CH2:21]1[O:23][CH2:22]1.Cl>CC(C)=O.C(OCC)(=O)C.C(O)C>[ClH:1].[Cl:1][C:2]1[C:12]2[CH2:11][CH2:10][N:9]([CH2:21][CH2:22][OH:23])[CH2:8][CH:7]([C:13]3[CH:18]=[CH:17][CH:16]=[CH:15][CH:14]=3)[C:6]=2[CH:5]=[C:4]([OH:19])[C:3]=1[OH:20] |f:6.7|. Procedure details: A 3.9 g sample of 6-chloro-7,8-dihydroxy-1-phenyl-2,3,4,5-tetrahydro-1H-3-benzazepine is slurried in 25 ml of acetone and 0.7 g (0.016 mol, 10% excess) of ethylene oxide is added. The mixture is placed in a pressure bottle and stirred at ambient temperature for about 40 hours. The reaction mixture is then heated to 60°-80° for 30 minutes, cooled and filtered. Concentration of the filtrate gives a solid which is taken up in ethyl acetate and reprecipitated with ether. The solid thus obtained is d... Product: ClC=1C=C(CN2C(C=3N(CC2)C=C(C(C3O)=O)C(=O)OC)=O)C=CC1 (methyl 2-(3-chlorobenzyl)-1,8-dioxo-9-hydroxy-1,3,4,8-tetrahydro-2H-pyrido[1,2-a]pyrazine-7-carboxylate). Reaction SMILES: C(OC1C(=O)C(Br)=CN2CCN(CC3C=CC=C(Cl)C=3)C(=O)C=12)C1C=CC=CC=1.C([O:37][C:38]1[C:39](=[O:61])[C:40]([C:57]([O:59][CH3:60])=[O:58])=[CH:41][N:42]2[CH2:47][CH2:46][N:45]([CH2:48][C:49]3[CH:54]=[CH:53][CH:52]=[C:51]([Cl:55])[CH:50]=3)[C:44](=[O:56])[C:43]=12)C1C=CC=CC=1>>[Cl:55][C:51]1[CH:50]=[C:49]([CH:54]=[CH:53][CH:52]=1)[CH2:48][N:45]1[CH2:46][CH2:47][N:42]2[CH:41]=[C:40]([C:57]([O:59][CH3:60])=[O:58])[C:39](=[O:61])[C:38]([OH:37])=[C:43]2[C:44]1=[O:56]. Reported procedure: By subjecting 9-benzyloxy-7-bromo-2-(3-chlorobenzyl)-3,4-dihydro-2H-pyrido[1,2-a]pyrazine-1,8-dione (600 mg) produced by the same method as in Example 249, Step 1 to a reaction operation similar to that in Example 161, Step 3, a mixture of methyl 9-benzyloxy-2-(3-chlorobenzyl)-1,8-dioxo-1,3,4,8-tetrahydro-2H-pyrido[1,2-a]pyrazine-7-carboxylate and methyl 2-(3-chlorobenzyl)-1,8-dioxo-9-hydroxy-1,3,4,8-tetrahydro-2H-pyrido[1,2-a]pyrazine-7-carboxylate was obtained (13 mg). This mixture was dissolv... The reactants are C(C1=CC=CC=C1)OC=1C(C(=CN2C1C(N(CC2)CC2=CC(=CC=C2)Cl)=O)Br)=O (9-benzyloxy-7-bromo-2-(3-chlorobenzyl)-3,4-dihydro-2H-pyrido[1,2-a]pyrazine-1,8-dione), C(C1=CC=CC=C1)OC=1C(C(=CN2C1C(N(CC2)CC2=CC(=CC=C2)Cl)=O)C(=O)OC)=O (methyl 9-benzyloxy-2-(3-chlorobenzyl)-1,8-dioxo-1,3,4,8-tetrahydro-2H-pyrido[1,2-a]pyrazine-7-carboxylate). Reactants: O=C([O-])[O-], C1CCOC1, CI, CO, O=C(O)c1ccc(-c2csc(NC3CC3)n2)cc1, Cl, [K+], [K+], [Li+], CN(C)C=O, [OH-]. The product is CN(c1nc(-c2ccc(C(=O)O)cc2)cs1)C1CC1. RXN SMILES: [C:21](=[O:22])([O-:23])[O-:24].[CH2:37]1[O:38][CH2:39][CH2:40][CH2:41]1.[CH3:19][I:20].[CH3:35][OH:36].[CH:1]1([NH:4][c:5]2[s:6][cH:7][c:8](-[c:10]3[cH:11][cH:12][c:13]([C:14](=[O:15])[OH:16])[cH:17][cH:18]3)[n:9]2)[CH2:2][CH2:3]1.[ClH:29].[K+:25].[K+:26].[Li+:28].[O:30]=[CH:31][N:32]([CH3:33])[CH3:34].[OH-:27]>>[CH:1]1([N:4]([c:5]2[s:6][cH:7][c:8](-[c:10]3[cH:11][cH:12][c:13]([C:14](=[O:15])[OH:16])[cH:17][cH:18]3)[n:9]2)[CH3:21])[CH2:2][CH2:3]1. The reactants are Cl (Hydrochloric acid), ClC1=C(C=NC2=CC=CC=C12)C=1C=NC=CC1 (4-chloro-(3-pyridin-3-yl)quinoline), [OH-].[Na+] (sodium hydroxide). The solvent is CN(C)C=O (DMF). Run at temperature 80 celsius, time 1 hour. Yields the product N1=CC(=CC=C1)C1=CNC2=CC=CC=C2C1=O (3-(pyridin-3-yl)-1H-quinolin-4-one). Reaction SMILES: Cl.Cl[C:3]1[C:12]2[C:7](=[CH:8][CH:9]=[CH:10][CH:11]=2)[N:6]=[CH:5][C:4]=1[C:13]1[CH:14]=[N:15][CH:16]=[CH:17][CH:18]=1.[OH-:19].[Na+]>CN(C=O)C>[N:15]1[CH:16]=[CH:17][CH:18]=[C:13]([C:4]2[C:3](=[O:19])[C:12]3[C:7](=[CH:8][CH:9]=[CH:10][CH:11]=3)[NH:6][CH:5]=2)[CH:14]=1 |f:2.3|. Reported procedure: 2N Hydrochloric acid(10 ml) was added to a DMF solution(5 ml) of 4-chloro-(3-pyridin-3-yl)quinoline(0.51 g), and the mixture was stirred at 80° C. for 1 hour. After the reaction mixture was cooled to room temperature, 2N sodium hydroxide aqueous solution(10 ml) was added dropwise under ice cooling. The mixture was stirred. The precipitated insoluble matter was separated, washed with water and ether, and dried to give the title compound(0.35 g) as a pale whitish purple powder. Starting materials: CC1(C(C(C2=CC(=CC=C12)C#C)(C)C)C)C ((2,3-dihydro-1,1,2,3,3-pentamethyl-5(1H)-indenyl)-ethyne), BrC1=CC=C(C=O)C=C1 (4-bromobenzaldehyde). The product is CC1(C(C(C2=CC(=CC=C12)C#CC1=CC=C(C=O)C=C1)(C)C)C)C (4-[(2,3-Dihydro-1,1,2,3,3-pentamethyl-5(1H)-indenyl)-ethynyl]-benzaldehyde). The yield is 29.1%. As a reaction SMILES: [CH3:1][C:2]1([CH3:16])[C:10]2[C:5](=[CH:6][C:7]([C:11]#[CH:12])=[CH:8][CH:9]=2)[C:4]([CH3:14])([CH3:13])[CH:3]1[CH3:15].Br[C:18]1[CH:25]=[CH:24][C:21]([CH:22]=[O:23])=[CH:20][CH:19]=1>>[CH3:1][C:2]1([CH3:16])[C:10]2[C:5](=[CH:6][C:7]([C:11]#[C:12][C:18]3[CH:25]=[CH:24][C:21]([CH:22]=[O:23])=[CH:20][CH:19]=3)=[CH:8][CH:9]=2)[C:4]([CH3:14])([CH3:13])[CH:3]1[CH3:15]. Procedure: Using a procedure similar to that described in Example 1c, 8 g (40 millimoles) of (2,3-dihydro-1,1,2,3,3-pentamethyl-5(1H)-indenyl)-ethyne and 4.6 g (25 millimoles) of 4-bromobenzaldehyde were reacted, the solution was filtered and the filtrate was evaporated down to give a residue, which was extracted with sodium bicarbonate solution-methylene chloride. Stirring the residue with methylene chloride and a little cyclohexane gave 2.3 g (29%) of the title compound of melting point 106°-107° C. The reactants are BrCCOCc1ccccc1, CCOC(=O)CC(=O)OCC, CCO, [Na]. The product is CCOC(=O)C(CCOCc1ccccc1)C(=O)OCC. As a reaction SMILES: [Br:13][CH2:14][CH2:15][O:16][CH2:17][c:18]1[cH:19][cH:20][cH:21][cH:22][cH:23]1.[C:2]([CH2:3][C:4](=[O:5])[O:6][CH2:7][CH3:8])(=[O:9])[O:10][CH2:11][CH3:12].[CH3:24][CH2:25][OH:26].[Na:1]>>[C:2]([CH:3]([C:4](=[O:5])[O:6][CH2:7][CH3:8])[CH2:14][CH2:15][O:16][CH2:17][c:18]1[cH:19][cH:20][cH:21][cH:22][cH:23]1)(=[O:9])[O:10][CH2:11][CH3:12]. Starting materials: Cc1ccccc1, OCc1ccc2c(c1)COC2c1ccc(F)cc1, O=S(Br)Br. Product: Fc1ccc(C2OCc3cc(CBr)ccc32)cc1. As a reaction SMILES: [CH3:23][c:24]1[cH:25][cH:26][cH:27][cH:28][cH:29]1.[OH:1][CH2:2][c:3]1[cH:4][c:5]2[c:9]([cH:10][cH:11]1)[CH:8]([c:12]1[cH:13][cH:14][c:15]([F:18])[cH:16][cH:17]1)[O:7][CH2:6]2.[S:19]([Br:20])([Br:21])=[O:22]>>[CH2:2]([c:3]1[cH:4][c:5]2[c:9]([cH:10][cH:11]1)[CH:8]([c:12]1[cH:13][cH:14][c:15]([F:18])[cH:16][cH:17]1)[O:7][CH2:6]2)[Br:21].